Dataset: the Open Reaction Database (ORD), a public repository of structured organic reaction records. Task: describe an organic reaction: reactants, conditions, products, and yield The reactants are C1=CC=CC=C1 (benzene), N(=O)[O-].[Na+] (sodium nitrite), NC=1C=C(C=CC1SC1=CC=CC=C1)C(F)(F)F (3-amino-4-(phenylthio)-benzotrifluoride), CS(=O)(=O)O (methanesulphonic acid). The solvent is O (water), O (water). Conditions: temperature 0 celsius, time 20 minute. The product is C1(=CC=CC=C1)SC1=C(C#N)C=C(C=C1)C(F)(F)F (2-(phenylthio)-5-trifluoromethyl-benzonitrile). RXN SMILES: N[C:2]1[CH:3]=[C:4]([C:15]([F:18])([F:17])[F:16])[CH:5]=[CH:6][C:7]=1SC1C=CC=CC=1.[CH3:19][S:20](O)(=O)=O.[N:24]([O-])=O.[Na+].[CH:28]1[CH:33]=[CH:32][CH:31]=[CH:30][CH:29]=1>O>[C:28]1([S:20][C:19]2[CH:6]=[CH:5][C:4]([C:15]([F:18])([F:17])[F:16])=[CH:3][C:2]=2[C:7]#[N:24])[CH:33]=[CH:32][CH:31]=[CH:30][CH:29]=1 |f:2.3|. Procedure details: 36 g of 3-amino-4-(phenylthio)-benzotrifluoride, 70 ml of water and 21 ml of methanesulphonic acid are heated to 90° C, stirred at this temperature for 20 minutes and subsequently cooled to 0° C. The suspension obtained is treated dropwise over a period of 15 minutes at 0° C with a solution of 9.25 g of sodium nitrite in 33 ml of water, care being taken to ensure that the temperature does not rise above 10° C. The mixture is stirred for about 1 hour at 0° C, filtered and added over a period of a...